This data is from the Open Reaction Database (ORD), a public repository of structured organic reaction records. The task is: describe an organic reaction: reactants, conditions, products, and yield The reactants are CSCC=1C=CC=C2C(=CNC12)C(CCC#N)C1=CC=C(C=C1)C(F)(F)F (4-{7-[(Methylsulfanyl)methyl]-1H-indol-3-yl}-4-[4-(trifluoromethyl)phenyl]butanonitrile), ClC1=CC(=CC=C1)C(=O)OO (meta-chloroperbenzoic acid). Run in ClCCl (dichloromethane). Conditions: time 8 hour. The product is CS(=O)CC=1C=CC=C2C(=CNC12)C(CCC#N)C1=CC=C(C=C1)C(F)(F)F (4-{7-[(Methylsulfinyl)methyl]-1H-indol-3-yl}-4-[4-(trifluoromethyl)phenyl]butanonitrile). As a reaction SMILES: [CH3:1][S:2][CH2:3][C:4]1[CH:5]=[CH:6][CH:7]=[C:8]2[C:12]=1[NH:11][CH:10]=[C:9]2[CH:13]([C:18]1[CH:23]=[CH:22][C:21]([C:24]([F:27])([F:26])[F:25])=[CH:20][CH:19]=1)[CH2:14][CH2:15][C:16]#[N:17].ClC1C=CC=C(C(OO)=[O:36])C=1>ClCCl>[CH3:1][S:2]([CH2:3][C:4]1[CH:5]=[CH:6][CH:7]=[C:8]2[C:12]=1[NH:11][CH:10]=[C:9]2[CH:13]([C:18]1[CH:19]=[CH:20][C:21]([C:24]([F:26])([F:27])[F:25])=[CH:22][CH:23]=1)[CH2:14][CH2:15][C:16]#[N:17])=[O:36]. Reported procedure: 25 mg (64 μmol) of the compound from Example 35 were introduced into 5 ml of dichloromethane at 0° C., 16 mg (64 μmol) of 70% pure meta-chloroperbenzoic acid were added, and the mixture was stirred at RT overnight. The residue after concentration was purified by preparative HPLC (RP18 column; mobile phase: acetonitrile-water gradient with addition to 0.1% formic acid) to result in 24 mg (92% of theory) of the title compound as mixture of diastereomers. Product: O=S(=O)(Nc1ccc(Cl)cc1-c1nccc2ccccc12)c1ccc(-c2cnco2)cc1. Reactants: Nc1ccc(Cl)cc1-c1nccc2ccccc12, O=S(=O)(Cl)c1ccc(-c2cnco2)cc1. Reaction SMILES: [Cl:16][c:17]1[cH:18][c:19](-[c:24]2[n:25][cH:26][cH:27][c:28]3[cH:29][cH:30][cH:31][cH:32][c:33]23)[c:20]([NH2:23])[cH:21][cH:22]1.[o:1]1[cH:2][n:3][cH:4][c:5]1-[c:6]1[cH:7][cH:8][c:9]([S:12](=[O:13])(=[O:14])[Cl:15])[cH:10][cH:11]1>>[o:1]1[cH:2][n:3][cH:4][c:5]1-[c:6]1[cH:7][cH:8][c:9]([S:12](=[O:13])(=[O:14])[NH:23][c:20]2[c:19](-[c:24]3[n:25][cH:26][cH:27][c:28]4[cH:29][cH:30][cH:31][cH:32][c:33]34)[cH:18][c:17]([Cl:16])[cH:22][cH:21]2)[cH:10][cH:11]1. Reactants: NC=1C=C2CCN(CC2=CC1)C(=O)OC(C)(C)C (6-amino-2N-Boc-1,2,3,4-tetrahydroisoquinoline), ClC=1SC2=C(N1)C=CC=C2 (2-chlorobenzothiazole), C([O-])([O-])=O.[Cs+].[Cs+] (cesium carbonate), CC1(C2=C(C(=CC=C2)P(C3=CC=CC=C3)C4=CC=CC=C4)OC5=C(C=CC=C51)P(C6=CC=CC=C6)C7=CC=CC=C7)C (Xantphos). Reagents/catalysts: C(C)(=O)[O-].[Pd+2].C(C)(=O)[O-] (palladium acetate). The solvent is C1(=CC=CC=C1)C (toluene). Yields the product C(C)(C)(C)OC(=O)N1CC2=CC=C(C=C2CC1)NC=1SC2=C(N1)C=CC=C2 (6-(benzothiazol-2-ylamino)-3,4-dihydro-1H-isoquinoline-2-carboxylic acid tert-butyl ester). The yield is 100.0%. RXN SMILES: [NH2:1][C:2]1[CH:3]=[C:4]2[C:9](=[CH:10][CH:11]=1)[CH2:8][N:7]([C:12]([O:14][C:15]([CH3:18])([CH3:17])[CH3:16])=[O:13])[CH2:6][CH2:5]2.Cl[C:20]1[S:21][C:22]2[CH:28]=[CH:27][CH:26]=[CH:25][C:23]=2[N:24]=1.C(=O)([O-])[O-].[Cs+].[Cs+].CC1(C)C2C(=C(P(C3C=CC=CC=3)C3C=CC=CC=3)C=CC=2)OC2C(P(C3C=CC=CC=3)C3C=CC=CC=3)=CC=CC1=2>C([O-])(=O)C.[Pd+2].C([O-])(=O)C.C1(C)C=CC=CC=1>[C:15]([O:14][C:12]([N:7]1[CH2:6][CH2:5][C:4]2[C:9](=[CH:10][CH:11]=[C:2]([NH:1][C:20]3[S:21][C:22]4[CH:28]=[CH:27][CH:26]=[CH:25][C:23]=4[N:24]=3)[CH:3]=2)[CH2:8]1)=[O:13])([CH3:18])([CH3:17])[CH3:16] |f:2.3.4,6.7.8|. Reported procedure: A toluene solution of 6-amino-2N-Boc-1,2,3,4-tetrahydroisoquinoline (248 mg), 2-chlorobenzothiazole (186 mg), palladium acetate (22 mg), cesium carbonate (651 mg), and Xantphos (58 mg) was stirred at 120° C. for 1 hour under microwave irradiation. The reaction solution was purified by column chromatography to obtain the title compound (381 mg, quantitative yield). Starting materials: O=C([O-])[O-], CN(C)C=O, Cc1nsc(-c2ccc(Cl)nn2)n1, [K+], [K+], c1ccc2c(c1)OCC21CCNCC1, O. Product: Cc1nsc(-c2ccc(N3CCC4(CC3)COc3ccccc34)nn2)n1. As a reaction SMILES: [C:28](=[O:29])([O-:30])[O-:31].[CH3:35][N:36]([CH3:37])[CH:38]=[O:39].[Cl:1][c:2]1[n:3][n:4][c:5](-[c:8]2[n:9][c:10]([CH3:13])[n:11][s:12]2)[cH:6][cH:7]1.[K+:32].[K+:33].[NH:14]1[CH2:15][CH2:16][C:17]2([CH2:18][O:19][c:20]3[c:21]2[cH:22][cH:23][cH:24][cH:25]3)[CH2:26][CH2:27]1.[OH2:34]>>[c:2]1([N:14]2[CH2:15][CH2:16][C:17]3([CH2:18][O:19][c:20]4[c:21]3[cH:22][cH:23][cH:24][cH:25]4)[CH2:26][CH2:27]2)[n:3][n:4][c:5](-[c:8]2[n:9][c:10]([CH3:13])[n:11][s:12]2)[cH:6][cH:7]1. The reactants are C1(=CC=CC=C1)C#CC1=CC=CC=C1 (diphenylacetylene), C[Si](C)(C)N=[N+]=[N-] (trimethylsilylazide). Reaction conditions: temperature 150 celsius. Yields the product C1(=CC=CC=C1)C=1N=NNC1C1=CC=CC=C1 (4,5-diphenyl-1,2,3(1H)-triazole). Isolated yield 27.4%. As a reaction SMILES: [C:1]1([C:7]#[C:8][C:9]2[CH:14]=[CH:13][CH:12]=[CH:11][CH:10]=2)[CH:6]=[CH:5][CH:4]=[CH:3][CH:2]=1.C[Si]([N:19]=[N+:20]=[N-:21])(C)C>>[C:1]1([C:7]2[N:19]=[N:20][NH:21][C:8]=2[C:9]2[CH:10]=[CH:11][CH:12]=[CH:13][CH:14]=2)[CH:6]=[CH:5][CH:4]=[CH:3][CH:2]=1. Reported procedure: A mixture of 50 g (0.28 moles) of diphenylacetylene and 33 g (0.28 moles) of trimethylsilylazide was heated at 150°C for several days. The cooled reaction mixture was extracted with hot dilute NaOH. This was washed with toluene while still warm, cooled, and acidified. The precipitate was recrystallized from toluene to give 17 g of 4,5-diphenyl-1,2,3(1H)-triazole, m.p. 131°C. Reactants: CC=1C=C(N)C=C(C1)C (3,5-dimethyl aniline), CH3Ar, CH3Ar, M-CO2H, CH3Ar, CCOC(=O)C(C)C(=O)C(=O)OCC (diethyloxalpropionate), C(C)OCC (diethyl ether), CH3Ar. Solvent: O (H2O). The product is C(=O)(O)[C@@H]1NC2=CC(=CC(=C2C([C@@H]1C)=O)C)C (cis-2-carboxy-4-oxo-3,5,7-trimethyl-1,2,3,4-tetrahydroquinoline). RXN SMILES: [CH3:1][C:2]1[CH:3]=[C:4]([CH:6]=[C:7]([CH3:9])[CH:8]=1)[NH2:5].CC[O:12][C:13]([CH:15]([C:17]([C:19]([O:21]CC)=[O:20])=O)[CH3:16])=O.C(OCC)C>O>[C:19]([C@H:17]1[C@@H:15]([CH3:16])[C:13](=[O:12])[C:6]2[C:4](=[CH:3][C:2]([CH3:1])=[CH:8][C:7]=2[CH3:9])[NH:5]1)([OH:21])=[O:20]. Reported procedure: These compounds were prepared by the route outlined in Example 1 using 3,5-dimethyl aniline and diethyloxalpropionate as the starting materials in the first step. The cis and the trans isomers were distinguished by X-ray crystallography. Trans isomer (Example 3) [m.p. 156°-157° C. (diethyl ether)]; δ (360 MHz, CDCl3), 1.35 (3H, d, J=7.2 Hz, CH3CHBCHA), 2.23 (3H, s, CH3Ar), 2.54 (3H, s, CH3Ar), 2.97 (1H, m, CH3CHBCHA), 3.97 (1H, d, J=4.9 Hz, CH3CHACHB), 6.40 (2H, s, 6-H and 8-H); m/e 233 (M+), 18... As a reaction SMILES: [CH3:1][O:2][C:3]([C:5]1[CH:10]=[N:9][C:8](O)=[CH:7][N:6]=1)=[O:4].O=P(Cl)(Cl)[Cl:14]>>[CH3:1][O:2][C:3]([C:5]1[CH:10]=[N:9][C:8]([Cl:14])=[CH:7][N:6]=1)=[O:4]. Reported procedure: A mixture of 5-hydroxy-pyrazine-2-carboxylic acid methyl ester (Preparation 40, 50 g, 324 mmol) and POCl3 (500 mL, 5.36 mol) was heated under reflux for 1.5 hours and then poured onto ice. The resulting mixture was extracted with ether (4×500 mL). The organic layers were concentrated in vacuo, and the residue was recrystallised from toluene to give the title compound (30.8 g) in a 55% yield. Isolated yield 55.1%. Starting materials: COC(=O)C1=NC=C(N=C1)O (5-hydroxy-pyrazine-2-carboxylic acid methyl ester), O=P(Cl)(Cl)Cl (POCl3). The product is COC(=O)C1=NC=C(N=C1)Cl (5-Chloro-pyrazine-2-carboxylic acid methyl ester).